From a dataset of the Open Reaction Database (ORD), a public repository of structured organic reaction records. describe an organic reaction: reactants, conditions, products, and yield Reactants: C(C1=CC=CC=C1)OC1=CC=C(C=C1)CCCO (3-(4-benzyloxyphenyl)propanol), CS(=O)(=O)Cl (methanesulfonyl chloride). The product is CS(=O)(=O)OCCCC1=CC=C(C=C1)OCC1=CC=CC=C1 (3-(4-benzyloxyphenyl)propyl methanesulfonate). Isolated yield 98.0%. As a reaction SMILES: [CH2:1]([O:8][C:9]1[CH:14]=[CH:13][C:12]([CH2:15][CH2:16][CH2:17][OH:18])=[CH:11][CH:10]=1)[C:2]1[CH:7]=[CH:6][CH:5]=[CH:4][CH:3]=1.[CH3:19][S:20](Cl)(=[O:22])=[O:21]>>[CH3:19][S:20]([O:18][CH2:17][CH2:16][CH2:15][C:12]1[CH:11]=[CH:10][C:9]([O:8][CH2:1][C:2]2[CH:3]=[CH:4][CH:5]=[CH:6][CH:7]=2)=[CH:14][CH:13]=1)(=[O:22])=[O:21]. Procedure: In substantially the same manner as in Reference Example 12, 3-(4-benzyloxyphenyl)propanol was allowed to react with methanesulfonyl chloride to give 3-(4-benzyloxyphenyl)propyl methanesulfonate. The yield was 98%. Recrystallization from ethyl acetate-hexane gave colorless prisms, mp 74-75° C.